This data is from the Open Reaction Database (ORD), a public repository of structured organic reaction records. The task is: describe an organic reaction: reactants, conditions, products, and yield The reactants are COC1=C(C=CC(=C1)OC)NC=1OCC(C1C(=O)OCC)=O (ethyl 2-[(2,4-dimethoxyphenyl)amino]-4-oxo-4,5-dihydrofuran-3-carboxylate), N1C=C(C2=CC=CN=C12)C=O (7-azaindole-3-carboxaldehyde), N1CCCCC1 (piperidine). The solvent is C(C)O (ethanol). Product: N1C=C(C=2C1=NC=CC2)C=C2C(C(=C(O2)NC2=C(C=C(C=C2)OC)OC)C(=O)OCC)=O (Ethyl 5-[(1H-pyrrolo[2,3-b]pyridin-3-yl)methylene]-2-[(2,4-dimethoxyphenyl)amino]-4-oxo-4,5-dihydrofuran-3-carboxylate). The yield is 27.1%. Reaction SMILES: [CH3:1][O:2][C:3]1[CH:8]=[C:7]([O:9][CH3:10])[CH:6]=[CH:5][C:4]=1[NH:11][C:12]1[O:13][CH2:14][C:15](=[O:22])[C:16]=1[C:17]([O:19][CH2:20][CH3:21])=[O:18].[NH:23]1[C:31]2[C:26](=[CH:27][CH:28]=[CH:29][N:30]=2)[C:25]([CH:32]=O)=[CH:24]1.N1CCCCC1>C(O)C>[NH:23]1[C:31]2=[N:30][CH:29]=[CH:28][CH:27]=[C:26]2[C:25]([CH:32]=[C:14]2[O:13][C:12]([NH:11][C:4]3[CH:5]=[CH:6][C:7]([O:9][CH3:10])=[CH:8][C:3]=3[O:2][CH3:1])=[C:16]([C:17]([O:19][CH2:20][CH3:21])=[O:18])[C:15]2=[O:22])=[CH:24]1. Procedure: To a solution of ethyl 2-[(2,4-dimethoxyphenyl)amino]-4-oxo-4,5-dihydrofuran-3-carboxylate (0.35 g, 1.1 mmol) which similarly prepared according to the procedure described in the Example 4, First step and 7-azaindole-3-carboxaldehyde (0.12 g, 1.1 mmol) in ethanol (10 mL), piperidine (0.5 mL, 4.6 mmol) was added at ambient temperature. The mixture was refluxed for 16 h. Cooled to ambient temperature, the precipitate was collected by filtration, washed with ethanol then dried to afford the titled ... Reactants: IC1=CC=C(OCC(O)C2=CC(=CC=C2)OC)C=C1 (2-(4-iodophenoxy)-1-(3-methoxyphenyl)ethanol), [H-].[Na+] (sodium hydride), CN(C=O)C (dimethylformamide), [Cl-].[NH4+] (ammonium chloride). The solvent is IC (iodomethane). Reaction conditions: time 30 minute. Yields the product IC1=CC=C(OCC(OC)C2=CC(=CC=C2)OC)C=C1 (1-(2-(4-iodophenoxy)-1-methoxyethyl)-3-methoxybenzene). As a reaction SMILES: [I:1][C:2]1[CH:19]=[CH:18][C:5]([O:6][CH2:7][CH:8]([C:10]2[CH:15]=[CH:14][CH:13]=[C:12]([O:16][CH3:17])[CH:11]=2)[OH:9])=[CH:4][CH:3]=1.[H-].[Na+].[Cl-].[NH4+].[CH3:24]N(C)C=O>IC>[I:1][C:2]1[CH:19]=[CH:18][C:5]([O:6][CH2:7][CH:8]([C:10]2[CH:15]=[CH:14][CH:13]=[C:12]([O:16][CH3:17])[CH:11]=2)[O:9][CH3:24])=[CH:4][CH:3]=1 |f:1.2,3.4|. Procedure details: To a solution of 2-(4-iodophenoxy)-1-(3-methoxyphenyl)ethanol (215 mg) in dimethylformamide (2 ml), 0.072 ml of iodomethane and 46 mg of sodium hydride were added under ice-cooling, and the reaction solution was stirred at room temperature for 30 minutes. To the reaction solution was added an aqueous saturated ammonium chloride solution, and the mixture was extracted with ethyl acetate. The combined organic layers were washed with a saturated saline solution and then dried over anhydrous sodium ... The reactants are O1COC2=C1C=CC(=C2)N (Benzo[1,3]dioxol-5-ylamine), C([O-])([O-])=O.[K+].[K+] (potassium carbonate), CCOC(=O)CBr (ethyl bromo acetate). Run in CN(C)C=O (DMF). Reaction conditions: time 8 hour. Product: C(C)OC(CNC1=CC2=C(OCO2)C=C1)=O ((Benzo[1,3]dioxol-5-ylamino)-acetic acid ethyl ester). Reaction SMILES: [O:1]1[C:5]2[CH:6]=[CH:7][C:8]([NH2:10])=[CH:9][C:4]=2[O:3][CH2:2]1.C(=O)([O-])[O-].[K+].[K+].[CH3:17][CH2:18][O:19][C:20]([CH2:22]Br)=[O:21]>CN(C=O)C>[CH2:18]([O:19][C:20](=[O:21])[CH2:22][NH:10][C:8]1[CH:7]=[CH:6][C:5]2[O:1][CH2:2][O:3][C:4]=2[CH:9]=1)[CH3:17] |f:1.2.3|. Procedure details: To a solution of Benzo[1,3]dioxol-5-ylamine (1.2 eq.) and potassium carbonate (2.2 eq.) in DMF at 0° C. was added ethyl bromo acetate and stirred at room temperature for overnight. Reaction was then quenched with water and extracted with ethyl acetate, dried over sodium sulphate and concentrated under reduced pressure to afford crude product, which, on purification by column chromatography afforded the (Benzo[1,3]dioxol-5-ylamino)-acetic acid ethyl ester. Reactants: C(CCCC)Br (n-pentyl bromide), [Mg] (magnesium), Cl[SiH]1CCC(CC1)CCC1=CC=C(C=C1)C1=CC=C(C=C1)C1=CC=C(C=C1)F (4-(2-(4-chloro-4-silacyclohexyl)ethyl)-4'-(4-fluorophenyl)biphenyl). Solvent: O1CCCC1 (THF), O1CCCC1 (THF), O1CCCC1 (tetrahydrofuran). The product is C(CCCC)[Si@@H]1CC[C@H](CC1)CCC1=CC=C(C=C1)C1=CC=C(C=C1)C1=CC=C(C=C1)F (4-(2-(trans-(4-n-pentyl-4-silacyclohexyl))ethyl)-4'-(4-fluorophenyl)biphenyl). The yield is 85.7%. As a reaction SMILES: [CH2:1](Br)[CH2:2][CH2:3][CH2:4][CH3:5].[Mg].Cl[SiH:9]1[CH2:14][CH2:13][CH:12]([CH2:15][CH2:16][C:17]2[CH:22]=[CH:21][C:20]([C:23]3[CH:28]=[CH:27][C:26]([C:29]4[CH:34]=[CH:33][C:32]([F:35])=[CH:31][CH:30]=4)=[CH:25][CH:24]=3)=[CH:19][CH:18]=2)[CH2:11][CH2:10]1>O1CCCC1>[CH2:1]([Si@H:9]1[CH2:14][CH2:13][C@H:12]([CH2:15][CH2:16][C:17]2[CH:22]=[CH:21][C:20]([C:23]3[CH:28]=[CH:27][C:26]([C:29]4[CH:30]=[CH:31][C:32]([F:35])=[CH:33][CH:34]=4)=[CH:25][CH:24]=3)=[CH:19][CH:18]=2)[CH2:11][CH2:10]1)[CH2:2][CH2:3][CH2:4][CH3:5]. Reported procedure: 15.1 g (100 mmol) of n-pentyl bromide was dripped into a mixture of 2.4 g of magnesium (100 mmol) and 60 ml of tetrahydrofuran (hereafter referred to as "THF") to obtain a Grignard's reagent. This solution was then dripped into a 300 ml THF solution of 40.9 g of 4-(2-(4-chloro-4-silacyclohexyl)ethyl)-4'-(4-fluorophenyl)biphenyl. The reaction mixture thus obtained was a mixture of trans isomers and cis isomers with respect to the silacyclohexane ring. After a conventional after treatment, they we... The reactants are [OH-].[K+] (potassium hydroxide), C(C)(=O)OC1=C(C=CC=C1)C(=O)N1CCC(CC1)N1N=C(C(C1=O)(C)C)C1=CC=C(C2=C1CC(O2)(C)C)OC (2-({4-[3-(7-methoxy-2,2-dimethyl-2,3-dihydro-1-benzofuran-4-yl)-4,4-dimethyl-5-oxo-4,5-dihydro-1H-pyrazol-1-yl]piperidin-1-yl}carbonyl)phenyl acetate), Cl (hydrochloric acid). Solvent: CO (methanol). Conditions: time 15 minute. Product: OC1=C(C(=O)N2CCC(CC2)N2N=C(C(C2=O)(C)C)C2=CC=C(C3=C2CC(O3)(C)C)OC)C=CC=C1 (2-[1-(2-Hydroxybenzoyl)piperidin-4-yl]-5-(7-methoxy-2,2-dimethyl-2,3-dihydro-1-benzofuran-4-yl)-4,4-dimethyl-2,4-dihydro-3H-pyrazol-3-one). As a reaction SMILES: C([O:4][C:5]1[CH:10]=[CH:9][CH:8]=[CH:7][C:6]=1[C:11]([N:13]1[CH2:18][CH2:17][CH:16]([N:19]2[C:23](=[O:24])[C:22]([CH3:26])([CH3:25])[C:21]([C:27]3[C:32]4[CH2:33][C:34]([CH3:37])([CH3:36])[O:35][C:31]=4[C:30]([O:38][CH3:39])=[CH:29][CH:28]=3)=[N:20]2)[CH2:15][CH2:14]1)=[O:12])(=O)C.[OH-].[K+].Cl>CO>[OH:4][C:5]1[CH:10]=[CH:9][CH:8]=[CH:7][C:6]=1[C:11]([N:13]1[CH2:14][CH2:15][CH:16]([N:19]2[C:23](=[O:24])[C:22]([CH3:25])([CH3:26])[C:21]([C:27]3[C:32]4[CH2:33][C:34]([CH3:36])([CH3:37])[O:35][C:31]=4[C:30]([O:38][CH3:39])=[CH:29][CH:28]=3)=[N:20]2)[CH2:17][CH2:18]1)=[O:12] |f:1.2|. Procedure: 0.15 g 2-({4-[3-(7-methoxy-2,2-dimethyl-2,3-dihydro-1-benzofuran-4-yl)-4,4-dimethyl-5-oxo-4,5-dihydro-1H-pyrazol-1-yl]piperidin-1-yl}carbonyl)phenyl acetate (compound described in example 77) are dissolved in 20 ml of methanol, 0.32 ml 1 M methanolic potassium hydroxide solution are added, and the reaction mixture is stirred at RT for 15 min until the reaction is completed according to TLC analysis. The pH is adjusted to 5.5 with 1 M aqueous hydrochloric acid, the solvents are removed under redu... Reactants: C[O-].[Na+] (sodium methylate), FC1=CC=C(C=C1)O (4-fluoro-phenol), C(C=C)#N (acrylonitrile). Run in O (water). Reaction conditions: time 10 minute. The product is FC1=CC=C(OCCC#N)C=C1 (3-(4-fluoro-phenoxy)propionitrile). RXN SMILES: C[O-].[Na+].[F:4][C:5]1[CH:10]=[CH:9][C:8]([OH:11])=[CH:7][CH:6]=1.[C:12](#[N:15])[CH:13]=[CH2:14]>O>[F:4][C:5]1[CH:10]=[CH:9][C:8]([O:11][CH2:14][CH2:13][C:12]#[N:15])=[CH:7][CH:6]=1 |f:0.1|. Reported procedure: 5.4 g of sodium methylate were added portionwise at 60° C. to 112.1 g of 4-fluoro-phenol. After 10 minutes, the mixture was treated with 500 ml of acrylonitrile, boiled in an oil-bath for 48 hours, thereafter poured into 3 l of water and extracted with chloroform. After drying the organic phase with sodium sulfate, it was concentrated completely in vacuo. There was obtained 3-(4-fluoro-phenoxy)propionitrile as a viscous oil. Starting materials: CCOC(=O)C1CCN(C(=O)N2CCC(Nc3ccc(CCNCC(O)COc4ccc(O[Si](c5ccccc5)(c5ccccc5)C(C)(C)C)cc4)cc3)CC2)CC1, CO, ClC(Cl)Cl. Product: CCOC(=O)C1CCN(C(=O)N2CCC(Nc3ccc(CCNCC(O)COc4ccc(O)cc4)cc3)CC2)CC1. As a reaction SMILES: [C:1]([Si:2]([c:3]1[cH:4][cH:5][cH:47][cH:48][cH:49]1)([O:6][c:7]1[cH:8][cH:9][c:10]([O:11][CH2:12][CH:13]([CH2:14][NH:15][CH2:16][CH2:17][c:18]2[cH:19][cH:20][c:21]([NH:22][CH:23]3[CH2:24][CH2:25][N:26]([C:29](=[O:30])[N:31]4[CH2:32][CH2:33][CH:34]([C:37](=[O:38])[O:39][CH2:40][CH3:41])[CH2:35][CH2:36]4)[CH2:27][CH2:28]3)[cH:42][cH:43]2)[OH:44])[cH:45][cH:46]1)[c:50]1[cH:51][cH:52][cH:53][cH:54][cH:55]1)([CH3:56])([CH3:57])[CH3:58].[CH3:59][OH:60].[CH:61]([Cl:62])([Cl:63])[Cl:64]>>[OH:6][c:7]1[cH:8][cH:9][c:10]([O:11][CH2:12][CH:13]([CH2:14][NH:15][CH2:16][CH2:17][c:18]2[cH:19][cH:20][c:21]([NH:22][CH:23]3[CH2:24][CH2:25][N:26]([C:29](=[O:30])[N:31]4[CH2:32][CH2:33][CH:34]([C:37](=[O:38])[O:39][CH2:40][CH3:41])[CH2:35][CH2:36]4)[CH2:27][CH2:28]3)[cH:42][cH:43]2)[OH:44])[cH:45][cH:46]1. Reactants: ClCCl, COc1ccc(OC)c2c1CC1=C(O2)C(=O)N(C(CC(C)C)C(=O)O)C1, COC(=O)c1ccc(N)nc1, O, On1nnc2ccccc21. Yields the product COC(=O)c1ccc(NC(=O)C(CC(C)C)N2CC3=C(Oc4c(OC)ccc(OC)c4C3)C2=O)nc1. As a reaction SMILES: [CH2:48]([Cl:49])[Cl:50].[CH3:1][O:2][c:3]1[cH:4][cH:5][c:6]([O:25][CH3:26])[c:7]2[c:24]1[O:23][C:10]1=[C:9]([CH2:8]2)[CH2:13][N:12]([CH:14]([C:15](=[O:16])[OH:17])[CH2:18][CH:19]([CH3:20])[CH3:21])[C:11]1=[O:22].[CH3:27][O:28][C:29]([c:30]1[cH:31][n:32][c:33]([NH2:36])[cH:34][cH:35]1)=[O:37].[OH2:51].[OH:38][n:39]1[c:40]2[cH:41][cH:42][cH:43][cH:44][c:45]2[n:46][n:47]1>>[CH3:1][O:2][c:3]1[cH:4][cH:5][c:6]([O:25][CH3:26])[c:7]2[c:24]1[O:23][C:10]1=[C:9]([CH2:8]2)[CH2:13][N:12]([CH:14]([C:15](=[O:16])[NH:36][c:33]2[n:32][cH:31][c:30]([C:29]([O:28][CH3:27])=[O:37])[cH:35][cH:34]2)[CH2:18][CH:19]([CH3:20])[CH3:21])[C:11]1=[O:22].